This data is from the Open Reaction Database (ORD), a public repository of structured organic reaction records. The task is: describe an organic reaction: reactants, conditions, products, and yield Reactants: C(C)OC(=O)C=1C(=NN(C1)C)NC=1C=NC=NC1 (1-Methyl-3-(pyrimidin-5-ylamino)-1H-pyrazole-4-carboxylic acid ethyl ester), [O-]S(=O)(=O)[O-].[Mg+2] (MgSO4), C[Al](C)C (Trimethylaluminum), C1(=CC=CC=C1)C=1N=C2N(C=CC(=N2)N)C1 (2-Phenyl-imidazo[1,2-a]pyrimidin-7-ylamine). Solvent: O (water), CO (methanol), O1CCOCC1 (dioxane), ClCCl (dichloromethane). Reaction conditions: time 2 hour. The product is C1(=CC=CC=C1)C=1N=C2N(C=CC(=N2)NC(=O)C=2C(=NN(C2)C)NC=2C=NC=NC2)C1 (1-Methyl-3-(pyrimidin-5-ylamino)-1H-pyrazole-4-carboxylic acid (2-phenyl-imidazo[1,2-a]pyrimidin-7-yl)-amide). Yield: 27.6%. As a reaction SMILES: C[Al](C)C.[C:5]1([C:11]2[N:12]=[C:13]3[N:18]=[C:17]([NH2:19])[CH:16]=[CH:15][N:14]3[CH:20]=2)[CH:10]=[CH:9][CH:8]=[CH:7][CH:6]=1.C([O:23][C:24]([C:26]1[C:27]([NH:32][C:33]2[CH:34]=[N:35][CH:36]=[N:37][CH:38]=2)=[N:28][N:29]([CH3:31])[CH:30]=1)=O)C.[O-]S([O-])(=O)=O.[Mg+2]>O1CCOCC1.ClCCl.CO.O>[C:5]1([C:11]2[N:12]=[C:13]3[N:18]=[C:17]([NH:19][C:24]([C:26]4[C:27]([NH:32][C:33]5[CH:38]=[N:37][CH:36]=[N:35][CH:34]=5)=[N:28][N:29]([CH3:31])[CH:30]=4)=[O:23])[CH:16]=[CH:15][N:14]3[CH:20]=2)[CH:6]=[CH:7][CH:8]=[CH:9][CH:10]=1 |f:3.4|. Reported procedure: Trimethylaluminum (2M solution in toluene, 0.3 ml) was added to a stirred suspension of 2-phenyl-imidazo[1,2-a]pyrimidin-7-ylamine (example 1, step 1, 128 mg) in dioxane (5 ml), and the mixture was stirred for 2 h at RT. 1-Methyl-3-(pyrimidin-5-ylamino)-1H-pyrazole-4-carboxylic acid ethyl ester (50 mg) was then added in one portion, and the mixture was heated to 100° C. for 17 h. Upon cooling, water (0.5 ml) was added, followed by small amounts of methanol and dichloromethane to get an almost cl... Solvent: CC(=O)O (AcOH), C1(=CC=CC=C1)C (toluene). Procedure details: To a mechanically stirred solution of diethyl pyridine-2,3-dicarboxylate 1 (86%, 85.6 g, 330 mmol) and diethyl succinate (70 ml, 414 mmol) in toluene (100 ml) at 95 C was added slowly a solution of NaOEt in EtOH (21%, 311 ml, 825 mmol) and this mixture was stirred at reflux o.n. It was then poured into an ice cold solution of sat NH4Cl (1.5 L) containing 60 ml AcOH. The products were extracted into EtOAc, dried over Na2SO4 and this solution was filtered through a pad of silica (400 ml) and conce... Reaction SMILES: [N:1]1[CH:6]=[CH:5][CH:4]=[C:3]([C:7]([O:9]CC)=O)[C:2]=1[C:12]([O:14]CC)=O.[C:17]([O:26][CH2:27][CH3:28])(=[O:25])[CH2:18][CH2:19][C:20]([O:22][CH2:23][CH3:24])=[O:21].CC[O-].[Na+].CCO.[NH4+].[Cl-]>C1(C)C=CC=CC=1.CC(O)=O>[OH:9][C:7]1[C:19]([C:20]([O:22][CH2:23][CH3:24])=[O:21])=[C:18]([C:17]([O:26][CH2:27][CH3:28])=[O:25])[C:12]([OH:14])=[C:2]2[C:3]=1[CH:4]=[CH:5][CH:6]=[N:1]2 |f:2.3,5.6|. Yield: 76.7%. The product is OC1=C2C=CC=NC2=C(C(=C1C(=O)OCC)C(=O)OCC)O (Diethyl 5,8-dihydroxyquinoline-6,7-dicarboxylate). Starting materials: ice, [NH4+].[Cl-] (NH4Cl), N1=C(C(=CC=C1)C(=O)OCC)C(=O)OCC (Diethyl pyridine-2,3-dicarboxylate), C(CCC(=O)OCC)(=O)OCC (diethyl succinate), CC[O-].[Na+] (NaOEt), CCO (EtOH). Run at temperature 5 celsius, time 7 hour. Reactants: CC=1C=CC(=CC1)S(=O)(=O)O (TsOH), C(C)(C)(C)C1=C(C(=C2CC(C(C2=C1)=O)C)C1=CC=C(C=C1)C(C)(C)C)OC (6-tert-butyl-4-(4-tert-butylphenyl)-5-methoxy-2-methylindan-1-one), CO (methanol), [BH4-].[Na+] (NaBH4). RXN SMILES: [C:1]([C:5]1[CH:13]=[C:12]2[C:8]([CH2:9][CH:10]([CH3:15])[C:11]2=O)=[C:7]([C:16]2[CH:21]=[CH:20][C:19]([C:22]([CH3:25])([CH3:24])[CH3:23])=[CH:18][CH:17]=2)[C:6]=1[O:26][CH3:27])([CH3:4])([CH3:3])[CH3:2].[BH4-].[Na+].CO.CC1C=CC(S(O)(=O)=O)=CC=1>C1COCC1.C1(C)C=CC=CC=1.CCCCCC>[C:1]([C:5]1[CH:13]=[C:12]2[C:8](=[C:7]([C:16]3[CH:21]=[CH:20][C:19]([C:22]([CH3:25])([CH3:24])[CH3:23])=[CH:18][CH:17]=3)[C:6]=1[O:26][CH3:27])[CH2:9][C:10]([CH3:15])=[CH:11]2)([CH3:4])([CH3:3])[CH3:2] |f:1.2|. Solvent: C1(=CC=CC=C1)C (toluene), CCCCCC (n-hexane), C1CCOC1 (THF). The product is C(C)(C)(C)C=1C=C2C=C(CC2=C(C1OC)C1=CC=C(C=C1)C(C)(C)C)C (5-tert-butyl-7-(4-tert-butylphenyl)-6-methoxy-2-methyl-1H-indene). Procedure details: To a solution of 28.9 g (79.2 mmol) of 6-tert-butyl-4-(4-tert-butylphenyl)-5-methoxy-2-methylindan-1-one in 400 ml of THF cooled to 5° C. 5.00 g (132 mmol) of NaBH4 was added. Further on, 100 ml of methanol was added dropwise to this mixture by vigorous stirring for ca. 7 h at 5° C. The resulting mixture was evaporated to dryness, and the residue wad partitioned between 500 ml of dichloromethane and 1000 ml of 0.5 M HCl. The organic layer was separated, the aqueous layer was additionally extract... The yield is 86.2%. Reactants: C(C=C)C=1C=C(C=O)C=C(C1OC)OC (3-allyl-4,5-dimethoxybenzaldehyde), C(CC(=O)OCC(CCCC)CC)(=O)OCC(CCCC)CC (di-(2-ethylhexyl) malonate), C1(=CC=CC=C1)C (toluene), N1CCCCC1 (piperidine). Run in C(C)(=O)O (acetic acid). Yields the product C(C=C)C=1C=C(C=C(C(=O)OCC(CCCC)CC)C(=O)OCC(CCCC)CC)C=C(C1OC)OC (di-(2-ethylhexyl) 3-allyl-4,5-dimethoxybenzalmalonate). Isolated yield 58.1%. As a reaction SMILES: [CH2:1]([C:4]1[CH:5]=[C:6]([CH:9]=[C:10]([O:14][CH3:15])[C:11]=1[O:12][CH3:13])[CH:7]=O)[CH:2]=[CH2:3].[C:16]([O:30][CH2:31][CH:32]([CH2:37][CH3:38])[CH2:33][CH2:34][CH2:35][CH3:36])(=[O:29])[CH2:17][C:18]([O:20][CH2:21][CH:22]([CH2:27][CH3:28])[CH2:23][CH2:24][CH2:25][CH3:26])=[O:19].C1(C)C=CC=CC=1.N1CCCCC1>C(O)(=O)C>[CH2:1]([C:4]1[CH:5]=[C:6]([CH:9]=[C:10]([O:14][CH3:15])[C:11]=1[O:12][CH3:13])[CH:7]=[C:17]([C:18]([O:20][CH2:21][CH:22]([CH2:27][CH3:28])[CH2:23][CH2:24][CH2:25][CH3:26])=[O:19])[C:16]([O:30][CH2:31][CH:32]([CH2:37][CH3:38])[CH2:33][CH2:34][CH2:35][CH3:36])=[O:29])[CH:2]=[CH2:3]. Reported procedure: A mixture of 3-allyl-4,5-dimethoxybenzaldehyde (10.3 g, 0.05 mole), of di-(2-ethylhexyl) malonate (16.4 g, 0.05 mole), of toluene (20 ml), of acetic acid (0.41 ml) and of piperidine (0.77 ml) was heated at reflux for 5 hours with a Dean Stark. After cooling, washing the toluene phase with water, drying and evaporating off the solvent, an orange-colored oil was obtained, which was purified by chromatography on a column of silica 60 (eluent: 90.10 heptane/ethyl acetate) to give di-(2-ethylhexyl) 3... Run at temperature 90 celsius, time 2.5 hour. Reaction SMILES: [CH:1]1[C:10]2[C:5](=[CH:6][CH:7]=[CH:8][CH:9]=2)[CH:4]=[CH:3][C:2]=1[C:11]1[N:15]([CH2:16][C:17]([OH:19])=[O:18])[N:14]=[N:13][N:12]=1.S(=O)(=O)(O)O.[CH2:25](O)[CH2:26][OH:27]>>[OH:27][CH2:26][CH2:25][O:18][C:17](=[O:19])[CH2:16][N:15]1[C:11]([C:2]2[CH:3]=[CH:4][C:5]3[C:10](=[CH:9][CH:8]=[CH:7][CH:6]=3)[CH:1]=2)=[N:12][N:13]=[N:14]1. Procedure: To a solution of 1 g (3.94 mM) of [5-(2-naphthyl)tetrazol-1-yl] acetic acid in 5 ml of ethylene glycol was added 0.5 ml of sulfuric acid. After the addition, the mixture was stirred at 90° C. for 2.5 hrs. The mixture was then poured into ice-water and extracted with ethyl acetate. The organic phase was washed with water, dried over anhydrous magnesium sulfate and then concentrated under reduced pressure. The resultant residue was subjected to silica gel column chromatography (eluent: chloroform/... Yield: 64.4%. Product: OCCOC(CN1N=NN=C1C1=CC2=CC=CC=C2C=C1)=O ([5-(2-naphthyl)tetrazol-1-yl] acetic acid 2-hydroxyethyl ester). The reactants are C1=C(C=CC2=CC=CC=C12)C1=NN=NN1CC(=O)O ([5-(2-naphthyl)tetrazol-1-yl] acetic acid), S(O)(O)(=O)=O (sulfuric acid), C(CO)O (ethylene glycol), ice water.